Dataset: the Open Reaction Database (ORD), a public repository of structured organic reaction records. Task: describe an organic reaction: reactants, conditions, products, and yield Starting materials: [H-].[Na+] (sodium hydride), crude product, FC=1C=C(C=CC1)O (m-fluorophenol), C(C)(=O)OCC (ethyl acetate). Solvent: CN(C=O)C (dimethylformamide), [Cl-].[Na+].O (brine). Conditions: temperature 60 celsius. The product is FC=1C=C(OCC=O)C=CC1 (3-Fluorophenoxyacetaldehyde). Isolated yield 78.1%. As a reaction SMILES: [F:1][C:2]1[CH:3]=[C:4]([OH:8])[CH:5]=[CH:6][CH:7]=1.[H-].[Na+].[C:11](OCC)(=[O:13])[CH3:12]>CN(C)C=O.[Cl-].[Na+].O>[F:1][C:2]1[CH:3]=[C:4]([CH:5]=[CH:6][CH:7]=1)[O:8][CH2:12][CH:11]=[O:13] |f:1.2,5.6.7|. Procedure: 2.00 g (17.8 mmol) of m-fluorophenol was dissolved in 50 ml of dimethylformamide, 785 mg (19.6 mmol, 60% by weight, mineral) of sodium hydride and 3.21 ml (21.3 mmol) of bromoacetaldehydediethylacetal were successively added thereto, and the mixture was heated to 60° C. After completion of the reaction, brine was added thereto and the mixture was extractedwith ethyl acetate. Theorganiclayerwaswashedwith brine, dried over magnesium sulfate and then evaporated, to give a crude product. The crude p... Starting materials: O=C(n1ccnc1)n1ccnc1, CC(N)C(=O)OC(C)(C)C, O=C(O)c1ccc2c(=O)[nH]cnc2c1, C1CCOC1. Product: CC(NC(=O)c1ccc2c(=O)[nH]cnc2c1)C(=O)OC(C)(C)C. As a reaction SMILES: [C:15]([n:16]1[cH:17][cH:18][n:19][cH:20]1)([n:21]1[cH:22][cH:23][n:24][cH:25]1)=[O:26].[C:27]([CH3:28])([CH3:29])([CH3:30])[O:31][C:32]([CH:33]([NH2:34])[CH3:35])=[O:36].[O:1]=[c:2]1[nH:3][cH:4][n:5][c:6]2[cH:7][c:8]([C:12](=[O:13])[OH:14])[cH:9][cH:10][c:11]12.[O:37]1[CH2:38][CH2:39][CH2:40][CH2:41]1>>[O:1]=[c:2]1[nH:3][cH:4][n:5][c:6]2[cH:7][c:8]([C:12](=[O:14])[NH:34][CH:33]([C:32]([O:31][C:27]([CH3:28])([CH3:29])[CH3:30])=[O:36])[CH3:35])[cH:9][cH:10][c:11]12. The reactants are BrC1=NC=C(C=C1)O (2-bromo-5-hydroxypyridine), BrCCC (1-bromopropane), C(=O)([O-])[O-].[K+].[K+] (K2CO3). The product is BrC1=NC=C(C=C1)OCCC (2-Bromo-5-propoxy-pyridine). Procedure: 10.0 g (57.5 mmol) 2-bromo-5-hydroxypyridine, 28.3 g (230 mmol) 1-bromopropane and 19.9 g (143.7 mmol) K2CO3 are added to 1 L ACN and stirred at reflux over night. Afterwards the reaction is quenched by the addition of water and extracted with TBME. The org. layers are combined, dried over MgSO4, filtered and the solvent is removed in vacuo. The crude product is purified by column chromatography (silica gel, PE/EtOAc). Run in C(C)#N (ACN). RXN SMILES: [Br:1][C:2]1[CH:7]=[CH:6][C:5]([OH:8])=[CH:4][N:3]=1.Br[CH2:10][CH2:11][CH3:12].C([O-])([O-])=O.[K+].[K+]>C(#N)C>[Br:1][C:2]1[CH:7]=[CH:6][C:5]([O:8][CH2:10][CH2:11][CH3:12])=[CH:4][N:3]=1 |f:2.3.4|.